This data is from the Open Reaction Database (ORD), a public repository of structured organic reaction records. The task is: describe an organic reaction: reactants, conditions, products, and yield The reactants are solution, CC1=C(C=CC=2SC3=CC=CC=C3N(C12)CCCN)C (1,2-dimethyl-10-(3-aminopropyl)phenothiazine), OOS(=O)[O-].[K+] (oxone). The solvent is CO (methanol), O (water). Run at time 30 minute. The product is CC1=C(C=CC=2S(C3=CC=CC=C3N(C12)CCCN)(=O)=O)C (1,2-Dimethyl-10-(3-aminopropyl)phenothiazine-5,5-dioxide). The yield is 20.7%. Reaction SMILES: [CH3:1][C:2]1[C:15]2[N:14]([CH2:16][CH2:17][CH2:18][NH2:19])[C:13]3[C:8](=[CH:9][CH:10]=[CH:11][CH:12]=3)S[C:6]=2[CH:5]=[CH:4][C:3]=1[CH3:20].O[O:22][S:23]([O-:25])=O.[K+]>CO.O>[CH3:1][C:2]1[C:15]2[N:14]([CH2:16][CH2:17][CH2:18][NH2:19])[C:13]3[C:12](=[CH:11][CH:10]=[CH:9][CH:8]=3)[S:23](=[O:25])(=[O:22])[C:6]=2[CH:5]=[CH:4][C:3]=1[CH3:20] |f:1.2|. Procedure details: To 20 ml of a solution of 870 mg of 1,2-dimethyl-10-(3-aminopropyl)phenothiazine obtained in Example 1 in methanol was added an aqueous solution of 3.7 g of oxone in 20 ml of water and the resulting mixture was stirred at room temperature for 30 min. After evaporating the solvent, the residue was purified by silica gel column chromatography to give 200 mg of the title compound. The reactants are ClC1=CC=CC2=C1C=C(O2)C(=O)OCC (Ethyl 4-chlorobenzofuran-2-carboxylate), N1(CCNCC1)C(=O)OC(C)(C)C (tert-butyl piperazine-1-carboxylate), C1(CCCCC1)P(C1=C(C=CC=C1)C1=C(C=C(C=C1C(C)C)C(C)C)C(C)C)C1CCCCC1 (2-dicyclohexylphosphino-2′,4′,6′-tri-iso-propyl-1,1′-biphenyl), C([O-])([O-])=O.[Cs+].[Cs+] (cesium carbonate). The reagents and catalysts are C=1C=CC(=CC1)/C=C/C(=O)/C=C/C2=CC=CC=C2.C=1C=CC(=CC1)/C=C/C(=O)/C=C/C2=CC=CC=C2.C=1C=CC(=CC1)/C=C/C(=O)/C=C/C2=CC=CC=C2.[Pd].[Pd] (tris(dibenzylideneacetone)dipalladium(0)). The solvent is O1CCOCC1 (dioxane), C(C)(=O)OCC (ethyl acetate). Yields the product C(C)OC(=O)C=1OC2=C(C1)C(=CC=C2)N2CCN(CC2)C(=O)OC(C)(C)C (tert-Butyl 4-(2-(ethoxycarbonyl)benzofuran-4-yl)piperazine-1-carboxylate). As a reaction SMILES: Cl[C:2]1[C:7]2[CH:8]=[C:9]([C:11]([O:13][CH2:14][CH3:15])=[O:12])[O:10][C:6]=2[CH:5]=[CH:4][CH:3]=1.[N:16]1([C:22]([O:24][C:25]([CH3:28])([CH3:27])[CH3:26])=[O:23])[CH2:21][CH2:20][NH:19][CH2:18][CH2:17]1.C1(P(C2CCCCC2)C2C=CC=CC=2C2C(C(C)C)=CC(C(C)C)=CC=2C(C)C)CCCCC1.C(=O)([O-])[O-].[Cs+].[Cs+]>O1CCOCC1.C(OCC)(=O)C.C1C=CC(/C=C/C(/C=C/C2C=CC=CC=2)=O)=CC=1.C1C=CC(/C=C/C(/C=C/C2C=CC=CC=2)=O)=CC=1.C1C=CC(/C=C/C(/C=C/C2C=CC=CC=2)=O)=CC=1.[Pd].[Pd]>[CH2:14]([O:13][C:11]([C:9]1[O:10][C:6]2[CH:5]=[CH:4][CH:3]=[C:2]([N:19]3[CH2:18][CH2:17][N:16]([C:22]([O:24][C:25]([CH3:28])([CH3:27])[CH3:26])=[O:23])[CH2:21][CH2:20]3)[C:7]=2[CH:8]=1)=[O:12])[CH3:15] |f:3.4.5,8.9.10.11.12|. Reported procedure: Ethyl 4-bromobenzofuran-2-carboxylate (prepared in analogy with ethyl 4-chlorobenzofuran-2-carboxylate, (Example 1b), starting from 2-bromo-6-hydroxy-benzaldehyde) (7.7 g, 29 mmol), tert-butyl piperazine-1-carboxylate (5.33 g, 28.6 mmol), tris(dibenzylideneacetone)dipalladium(0) (1.31 g, 1.43 mmol), 2-dicyclohexylphosphino-2′,4′,6′-tri-iso-propyl-1,1′-biphenyl (1.36 g, 2.86 mmol) and cesium carbonate (12.1 g, 37.2 mmol) in dioxane (40 mL) was heated under argon to +95° C. overnight. The mixture ... Reactants: S1C=CC2=C1CCCC2=O (6,7-dihydro-1-benzothiophen-4(5H)-one), C(C)B(CC)CC (triethyl borane), ICCC (iodopropane), [OH-].[Na+] (NaOH), OO (hydrogen peroxide). Run in O1CCCC1 (tetrahydrofuran), O1CCCC1 (tetrahydrofuran). Reaction conditions: temperature 0 celsius, time 30 minute. Yields the product C(CC)C1CCC2=C(C=CS2)C1=O (5-propyl-6,7-dihydro-1-benzothiophen-4(5H)-one). Isolated yield 80.0%. RXN SMILES: [S:1]1[C:5]2[CH2:6][CH2:7][CH2:8][C:9](=[O:10])[C:4]=2[CH:3]=[CH:2]1.C(B(CC)CC)C.I[CH2:19][CH2:20][CH3:21].[OH-].[Na+].OO>O1CCCC1>[CH2:19]([CH:8]1[C:9](=[O:10])[C:4]2[CH:3]=[CH:2][S:1][C:5]=2[CH2:6][CH2:7]1)[CH2:20][CH3:21] |f:3.4|. Reported procedure: To a solution of KH (30%, 11.44 g) in tetrahydrofuran (160 ml) under N2 was added dropwise 6,7-dihydro-1-benzothiophen-4(5H)-one (8 g) in tetrahydrofuran (40 ml). After 30 min, a triethyl borane (97 ml, 1 M THF) solution was added dropwise over 5 min. After 10 min, iodopropane was and the reaction stirred for 16 h. The reaction mixture was cooled to 0° C. and 1 N NaOH (250 ml) and hydrogen peroxide (12 ml, 30%) was added. The reaction mixture stirred for 1 h and was extracted with 400 ml ethyl a... The reactants are OO (hydrogen peroxide), ClC1=C(NC(C=2C(O)=C(C=C(C2C)SC2=C(C=C(C(=C2)Cl)Cl)Cl)C(C)(C)C)=O)C=CC(=C1)[N+](=O)[O-] (2'-chloro-4'-nitro-5-(2,4,5-trichlorophenylthio)-3-t-butyl-6-methylsalicylanilide), ice. The solvent is C(C)(=O)O (acetic acid). Yields the product ClC1=C(NC(C=2C(O)=C(C=C(C2C)S(=O)C2=C(C=C(C(=C2)Cl)Cl)Cl)C(C)(C)C)=O)C=CC(=C1)[N+](=O)[O-] (2'-chloro-4'-nitro-5-(2,4,5-trichlorophenylsulphinyl)-3-t-butyl-6-methylsalicylanilide). As a reaction SMILES: [OH:1]O.[Cl:3][C:4]1[CH:34]=[C:33]([N+:35]([O-:37])=[O:36])[CH:32]=[CH:31][C:5]=1[NH:6][C:7](=[O:30])[C:8]1[C:9](=[C:11]([C:26]([CH3:29])([CH3:28])[CH3:27])[CH:12]=[C:13]([S:16][C:17]2[CH:22]=[C:21]([Cl:23])[C:20]([Cl:24])=[CH:19][C:18]=2[Cl:25])[C:14]=1[CH3:15])[OH:10]>C(O)(=O)C>[Cl:3][C:4]1[CH:34]=[C:33]([N+:35]([O-:37])=[O:36])[CH:32]=[CH:31][C:5]=1[NH:6][C:7](=[O:30])[C:8]1[C:9](=[C:11]([C:26]([CH3:29])([CH3:27])[CH3:28])[CH:12]=[C:13]([S:16]([C:17]2[CH:22]=[C:21]([Cl:23])[C:20]([Cl:24])=[CH:19][C:18]=2[Cl:25])=[O:1])[C:14]=1[CH3:15])[OH:10]. Procedure details: 30% w/v Aqueous hydrogen peroxide solution (1.5 ml.) is added to a solution of 2'-chloro-4'-nitro-5-(2,4,5-trichlorophenylthio)-3-t-butyl-6-methylsalicylanilide (0.4 g.) in acetic acid (15 ml.) at 50°-60° C. The mixture is heated at 95°-100° C. for 30 minutes and is then poured into ice cold water (200 ml.). The precipitated solid thus obtained is crystallised twice from acetic acid to give 2'-chloro-4'-nitro-5-(2,4,5-trichlorophenylsulphinyl)-3-t-butyl-6-methylsalicylanilide, m.p. 245°-246° C. Starting materials: SC1=NC2=C(N1CC(=O)OC(C)(C)C)C=CC=C2 (tert-butyl (2-mercapto-benzoimidazol-1-yl)-acetate), COC1=C(CCl)C=CC=C1 (2-methoxybenzyl chloride), C(=O)([O-])[O-].[K+].[K+] (K2CO3). The solvent is CC(=O)C (acetone). Conditions: time 8 hour. The product is C(C)(C)(C)OC(CN1C(=NC2=C1C=CC=C2)SCC2=C(C=CC=C2)OC)=O (tert-Butyl[2-(2-methoxy-benzylsulfanyl)-benzoimidazol-1-yl]-acetate). Yield: 63.8%. As a reaction SMILES: C([O-])([O-])=O.[K+].[K+].[SH:7][C:8]1[N:12]([CH2:13][C:14]([O:16][C:17]([CH3:20])([CH3:19])[CH3:18])=[O:15])[C:11]2[CH:21]=[CH:22][CH:23]=[CH:24][C:10]=2[N:9]=1.[CH3:25][O:26][C:27]1[CH:34]=[CH:33][CH:32]=[CH:31][C:28]=1[CH2:29]Cl>CC(C)=O>[C:17]([O:16][C:14](=[O:15])[CH2:13][N:12]1[C:11]2[CH:21]=[CH:22][CH:23]=[CH:24][C:10]=2[N:9]=[C:8]1[S:7][CH2:29][C:28]1[CH:31]=[CH:32][CH:33]=[CH:34][C:27]=1[O:26][CH3:25])([CH3:19])([CH3:20])[CH3:18] |f:0.1.2|. Procedure details: A suspension of K2CO3 (31.4 mg, 0.23 mmol) in acetone (3 ml) containing tert-butyl (2-mercapto-benzoimidazol-1-yl)-acetate (Intermediate 3-I, 30 mg, 0.11 mmol) and 2-methoxybenzyl chloride (17.8 mg, 15.8 μl, 0.11 mmol) is stirred at rt overnight. Filtration over Celite and evaporation of the solvent in vacuo affords the pure title compound (27 mg) in 62% yield as a yellow oil: tR=7.47 min (LC-1), MS (pos.): m/z 385.20 [M+H]+; 1H NMR (DMSO-d6): δ (ppm) 1.37 (s, 9H, tBu), 3.90 (s, 3H, OCH3), 4.53 ... Starting materials: N(O)=C1C(C2(CC(C2C1(C)C)O)C)=O (3-oximino-6-hydroxy-1,4,4-trimethylbicyclo[3.2.0]heptan-2-one), O.NN (hydrazine hydrate), Cl (HCl), [OH-].[K+] (potassium hydroxide). The solvent is C(CO)O (ethylene glycol), O (water). Reaction conditions: time 30 minute. The product is N(O)=C1CC2(CC(C2C1(C)C)O)C (3-oximino-1,4,4-trimethyl-6-hydroxybicyclo[3.2.0]heptane). Isolated yield 50.9%. As a reaction SMILES: [N:1](=[C:3]1[C:9]([CH3:11])([CH3:10])[CH:8]2[C:5]([CH3:13])([CH2:6][CH:7]2[OH:12])[C:4]1=O)[OH:2].O.NN.[OH-].[K+].Cl>C(O)CO.O>[N:1](=[C:3]1[C:9]([CH3:10])([CH3:11])[CH:8]2[C:5]([CH3:13])([CH2:6][CH:7]2[OH:12])[CH2:4]1)[OH:2] |f:1.2,3.4|. Reported procedure: To a solution of 2050 mg of the ketoxime (VI) in 25 ml of ethylene glycol, was added 0.7 ml of 80% hydrazine hydrate. After having been kept at 40° to 50° C. for 30 minutes, the solution was admixed with 750 mg of potassium hydroxide and kept at 150° C. for 4 hours under an argon atmosphere. After cooling and adding 50 ml of water, the solution was neutralized with 1 N HCl and extracted with methylene chloride. The extract was washed with an aqueous sodium bicarbonate solution, then with an aque... Starting materials: C(=O)(OC(C)(C)C)NCC(=O)O (Boc-glycine), N[C@@H](CC1=CC=CC=C1)C(=O)C1C2(CC3CC(CC1C3)C2)N (L-phenylalanyl-1-aminoadamantane), CN1CCOCC1 (N-methylmorpholine), C(C(C)C)OC(=O)Cl (isobutylchloroformate). The solvent is C(Cl)Cl (methylene chloride). Run at temperature -20 celsius, time 8 hour. The product is C(=O)(OC(C)(C)C)NCC(=O)N[C@@H](CC1=CC=CC=C1)C(=O)C1C2(CC3CC(CC1C3)C2)N (Boc-glycyl-L-phenylalanyl-1-aminoadamantane). As a reaction SMILES: [C:1]([NH:8][CH2:9][C:10]([OH:12])=O)([O:3][C:4]([CH3:7])([CH3:6])[CH3:5])=[O:2].CN1CCOCC1.C(OC(Cl)=O)C(C)C.[NH2:28][C@H:29]([C:37]([CH:39]1[CH:46]2[CH2:47][CH:42]3[CH2:43][CH:44]([CH2:48][C:40]1([NH2:49])[CH2:41]3)[CH2:45]2)=[O:38])[CH2:30][C:31]1[CH:36]=[CH:35][CH:34]=[CH:33][CH:32]=1>C(Cl)Cl>[C:1]([NH:8][CH2:9][C:10]([NH:28][C@H:29]([C:37]([CH:39]1[CH:46]2[CH2:47][CH:42]3[CH2:43][CH:44]([CH2:48][C:40]1([NH2:49])[CH2:41]3)[CH2:45]2)=[O:38])[CH2:30][C:31]1[CH:32]=[CH:33][CH:34]=[CH:35][CH:36]=1)=[O:12])([O:3][C:4]([CH3:5])([CH3:6])[CH3:7])=[O:2]. Procedure: A solution of 1.42 g of Boc-glycine and 0.90 ml of N-methylmorpholine in 10 ml of dry methylene chloride under nitrogen is allowed to react with 1.05 ml of isobutylchloroformate at -45° C. The reaction mixture is allowed to warm to -20° C. then recooled to -40° C. To this solution is added 2.38 g of L-phenylalanyl-1-aminoadamantane. The cooling bath is removed and the reaction mixture is allowed to stand overnight at room temperature. The reaction mixture is filtered, diluted with 20 ml of methy... RXN SMILES: [Al+3:27].[Cl:1][c:2]1[cH:3][cH:4][c:5](-[c:8]2[n:9][c:10]3[c:11]([n:12]2[CH:13]([C:14](=[O:15])[OH:16])[CH:17]2[CH2:18][CH2:19]2)[cH:20][c:21]([F:25])[c:22]([F:24])[cH:23]3)[cH:6][cH:7]1.[H-:26].[H-:29].[H-:30].[H-:31].[Li+:28].[O:32]1[CH2:33][CH2:34][CH2:35][CH2:36]1>>[Cl:1][c:2]1[cH:3][cH:4][c:5](-[c:8]2[n:9][c:10]3[c:11]([n:12]2[CH:13]([CH2:14][OH:15])[CH:17]2[CH2:18][CH2:19]2)[cH:20][c:21]([F:25])[c:22]([F:24])[cH:23]3)[cH:6][cH:7]1. Reactants: [Al+3], O=C(O)C(C1CC1)n1c(-c2ccc(Cl)cc2)nc2cc(F)c(F)cc21, [H-], [H-], [H-], [H-], [Li+], C1CCOC1. Yields the product OCC(C1CC1)n1c(-c2ccc(Cl)cc2)nc2cc(F)c(F)cc21.